Dataset: the Open Reaction Database (ORD), a public repository of structured organic reaction records. Task: describe an organic reaction: reactants, conditions, products, and yield The reactants are CC(C)N1CCC(Oc2cc3cc(C(=O)N4CCN(S(=O)(=O)N5CCCCC5)CC4)[nH]c3cc2Br)CC1, O=C([O-])[O-], O=C([O-])O, CC(C)OS(C)(=O)=O, CC#N, [Cs+], [Cs+], [Na+]. Yields the product CC(C)N1CCC(Oc2cc3cc(C(=O)N4CCN(S(=O)(=O)N5CCCCC5)CC4)n(C(C)C)c3cc2Br)CC1. RXN SMILES: [Br:1][c:2]1[c:3]([O:28][CH:29]2[CH2:30][CH2:31][N:32]([CH:35]([CH3:36])[CH3:37])[CH2:33][CH2:34]2)[cH:4][c:5]2[cH:6][c:7]([C:11](=[O:12])[N:13]3[CH2:14][CH2:15][N:16]([S:19](=[O:20])(=[O:21])[N:22]4[CH2:23][CH2:24][CH2:25][CH2:26][CH2:27]4)[CH2:17][CH2:18]3)[nH:8][c:9]2[cH:10]1.[C:38](=[O:39])([O-:40])[O-:41].[C:52](=[O:53])([OH:54])[O-:55].[CH3:44][S:45]([O:46][CH:49]([CH3:50])[CH3:51])(=[O:47])=[O:48].[CH3:57][C:58]#[N:59].[Cs+:42].[Cs+:43].[Na+:56]>>[Br:1][c:2]1[c:3]([O:28][CH:29]2[CH2:30][CH2:31][N:32]([CH:35]([CH3:36])[CH3:37])[CH2:33][CH2:34]2)[cH:4][c:5]2[cH:6][c:7]([C:11](=[O:12])[N:13]3[CH2:14][CH2:15][N:16]([S:19](=[O:20])(=[O:21])[N:22]4[CH2:23][CH2:24][CH2:25][CH2:26][CH2:27]4)[CH2:17][CH2:18]3)[n:8]([CH:49]([CH3:50])[CH3:51])[c:9]2[cH:10]1. Starting materials: [H-].[Na+] (NaH), BrC(C(=O)NCC1=CC(=C(C=C1)C)F)CCBr (2,4-dibromo-N-(3-fluoro-4-methylbenzyl)butanamide). The solvent is O1CCCC1 (tetrahydrofuran), O1CCCC1 (tetrahydrofuran). Conditions: time 8 hour. Product: BrC1C(N(CC1)CC1=CC(=C(C=C1)C)F)=O (3-Bromo-1-(3-fluoro-4-methyl-benzyl)pyrrolidin-2-one). Reaction SMILES: [H-].[Na+].[Br:3][CH:4]([CH2:17][CH2:18]Br)[C:5]([NH:7][CH2:8][C:9]1[CH:14]=[CH:13][C:12]([CH3:15])=[C:11]([F:16])[CH:10]=1)=[O:6]>O1CCCC1>[Br:3][CH:4]1[CH2:17][CH2:18][N:7]([CH2:8][C:9]2[CH:14]=[CH:13][C:12]([CH3:15])=[C:11]([F:16])[CH:10]=2)[C:5]1=[O:6] |f:0.1|. Procedure details: To a stirring suspension of NaH (0.76 g, 19 mmol) in tetrahydrofuran (50 mL) was added dropwise over ˜½ hour a solution of 2,4-dibromo-N-(3-fluoro-4-methylbenzyl)butanamide (4.5 g, 12.2 mmol) in tetrahydrofuran (30 mL) and the resulting mixture was stirred at room temperature overnight. The reaction mixture was then filtered and the solvent evaporated. Reactants: [Al+3], CCOC(C)=O, CC(=O)O, [H-], [H-], [H-], [H-], [Li+], CCOC(=O)c1cc(N)c(Oc2ccccc2)c(S(N)(=O)=O)c1, C1COCCO1, O. The product is Nc1cc(CO)cc(S(N)(=O)=O)c1Oc1ccccc1. As a reaction SMILES: [Al+3:2].[CH3:30][CH2:31][O:32][C:33](=[O:34])[CH3:35].[CH3:43][C:44](=[O:45])[OH:46].[H-:1].[H-:4].[H-:5].[H-:6].[Li+:3].[NH2:7][c:8]1[cH:9][c:10]([C:11](=[O:12])[O:13][CH2:14][CH3:15])[cH:16][c:17]([S:26]([NH2:27])(=[O:28])=[O:29])[c:18]1[O:19][c:20]1[cH:21][cH:22][cH:23][cH:24][cH:25]1.[O:37]1[CH2:38][CH2:39][O:40][CH2:41][CH2:42]1.[OH2:36]>>[NH2:7][c:8]1[cH:9][c:10]([CH2:11][OH:12])[cH:16][c:17]([S:26]([NH2:27])(=[O:28])=[O:29])[c:18]1[O:19][c:20]1[cH:21][cH:22][cH:23][cH:24][cH:25]1. The reactants are ClC=1N=NC(=CC1)C(C)C (3-Chloro-6-isopropylpyridazine), O.N (ammonia water). The solvent is O (water). Conditions: temperature 165 celsius. The product is NC=1N=NC(=CC1)C(C)C (3-amino-6-isopropylpyridazine). RXN SMILES: Cl[C:2]1[N:3]=[N:4][C:5]([CH:8]([CH3:10])[CH3:9])=[CH:6][CH:7]=1.O.[NH3:12]>O>[NH2:12][C:2]1[N:3]=[N:4][C:5]([CH:8]([CH3:10])[CH3:9])=[CH:6][CH:7]=1 |f:1.2|. Procedure details: 3-Chloro-6-isopropylpyridazine (1.60 g, 10.2 mmol) and 28% ammonia water (15.0 ml) were introduced into a sealed tube reactor and stirred under pressure and heating at 140° C. for 24 hours and at 165° C. for 25 hours. The reaction solution was left and cooled, poured into water (30.0 ml), adjusted to pH 9, and extracted 3 times with ethyl acetate. The extracts were combined, dried over anhydrous sodium sulfate, and concentrated under reduced pressure to give crude crystals. The crystals, while b... Reactants: C1CCOC1, CN1CCN(CCCN)CC1, Cc1cc(F)c(COc2nsc(NC(=O)Oc3ccccc3)c2C(N)=O)c(F)c1. Yields the product Cc1cc(F)c(COc2nsc(NC(=O)NCCCN3CCN(C)CC3)c2C(N)=O)c(F)c1. As a reaction SMILES: [CH2:41]1[O:42][CH2:43][CH2:44][CH2:45]1.[NH2:30][CH2:31][CH2:32][CH2:33][N:34]1[CH2:35][CH2:36][N:37]([CH3:40])[CH2:38][CH2:39]1.[c:1]1([O:2][C:8]([NH:9][c:10]2[c:11]([C:26]([NH2:27])=[O:28])[c:12]([O:15][CH2:16][c:17]3[c:18]([F:25])[cH:19][c:20]([CH3:24])[cH:21][c:22]3[F:23])[n:13][s:14]2)=[O:29])[cH:3][cH:4][cH:5][cH:6][cH:7]1>>[C:8]([NH:9][c:10]1[c:11]([C:26]([NH2:27])=[O:28])[c:12]([O:15][CH2:16][c:17]2[c:18]([F:25])[cH:19][c:20]([CH3:24])[cH:21][c:22]2[F:23])[n:13][s:14]1)(=[O:29])[NH:30][CH2:31][CH2:32][CH2:33][N:34]1[CH2:35][CH2:36][N:37]([CH3:40])[CH2:38][CH2:39]1.